From a dataset of the Open Reaction Database (ORD), a public repository of structured organic reaction records. describe an organic reaction: reactants, conditions, products, and yield Reactants: O1C2CC3=C(C=CC(=C3CC21)OC)OC (2,3-epoxy-5,8-dimethoxy-1,2,3,4-tetrahydronaphthalene), FC(C1=CC(=CC=C1)N1CCNCC1)(F)F (N-(α,α,α-trifluoro-m-tolyl)piperazine), C(C)O (ethanol). Run in C=1(C(=CC=CC1)C)C (xylene). The product is COC1=C2C[C@H]([C@@H](CC2=C(C=C1)OC)O)N1CCN(CC1)C1=CC(=CC=C1)C(F)(F)F (trans-1,2,3,4-Tetrahydro-5,8-dimethoxy-3-[4-[3-(trifluoromethyl)phenyl]-1-piperazinyl]-2-naphthalenol). Isolated yield 36.7%. As a reaction SMILES: [O:1]1[CH:11]2[CH:2]1[CH2:3][C:4]1[C:9]([CH2:10]2)=[C:8]([O:12][CH3:13])[CH:7]=[CH:6][C:5]=1[O:14][CH3:15].[F:16][C:17]([F:31])([F:30])[C:18]1[CH:23]=[CH:22][CH:21]=[C:20]([N:24]2[CH2:29][CH2:28][NH:27][CH2:26][CH2:25]2)[CH:19]=1.C(O)C>C1(C)C(C)=CC=CC=1>[CH3:15][O:14][C:5]1[CH:6]=[CH:7][C:8]([O:12][CH3:13])=[C:9]2[C:4]=1[CH2:3][C@@H:2]([N:27]1[CH2:26][CH2:25][N:24]([C:20]3[CH:21]=[CH:22][CH:23]=[C:18]([C:17]([F:30])([F:31])[F:16])[CH:19]=3)[CH2:29][CH2:28]1)[C@H:11]([OH:1])[CH2:10]2. Procedure details: A solution of 10.3 g of 2,3-epoxy-5,8-dimethoxy-1,2,3,4-tetrahydronaphthalene, 11.5 g of N-(α,α,α-trifluoro-m-tolyl)piperazine, and 2 ml of absolute ethanol in 100 ml of xylene is refluxed for 7 days. The reaction mixture is concentrated in vacuo, and the residue is triturated with ether to give 11.9 g of crude product. Recrystallization from ethyl acetate gives 8.0 g of the title compound, melting point 184°-187° C. Starting materials: CC(C)C(=O)Nc1cccc(C2CCNCC2)c1, O=Cc1ccnc2ccccc12. Product: CC(C)C(=O)Nc1cccc(C2CCN(Cc3ccnc4ccccc34)CC2)c1. Reaction SMILES: [CH3:13][CH:14]([C:15](=[O:16])[NH:17][c:18]1[cH:19][c:20]([CH:24]2[CH2:25][CH2:26][NH:27][CH2:28][CH2:29]2)[cH:21][cH:22][cH:23]1)[CH3:30].[n:1]1[cH:2][cH:3][c:4]([CH:11]=[O:12])[c:5]2[cH:6][cH:7][cH:8][cH:9][c:10]12>>[n:1]1[cH:2][cH:3][c:4]([CH2:11][N:27]2[CH2:26][CH2:25][CH:24]([c:20]3[cH:19][c:18]([NH:17][C:15]([CH:14]([CH3:13])[CH3:30])=[O:16])[cH:23][cH:22][cH:21]3)[CH2:29][CH2:28]2)[c:5]2[cH:6][cH:7][cH:8][cH:9][c:10]12. The reactants are COC(=O)C(=O)[O-], C1CCOC1, C[O-], CO, CC(C)S(C)(=O)=O, Cl, [Na+]. The product is COC(=O)C(=O)CS(=O)(=O)C(C)C. As a reaction SMILES: [C:13]([C:14](=[O:15])[O-:16])(=[O:17])[O:18][CH3:19].[CH2:21]1[O:22][CH2:23][CH2:24][CH2:25]1.[CH3:10][O-:11].[CH3:8][OH:9].[CH:1]([CH3:2])([CH3:3])[S:4](=[O:5])(=[O:6])[CH3:7].[ClH:20].[Na+:12]>>[CH:1]([CH3:2])([CH3:3])[S:4](=[O:5])(=[O:6])[CH2:7][C:14]([C:13](=[O:17])[O:18][CH3:19])=[O:15]. Starting materials: C[O-], CO, O=C(c1ccc(Cl)cc1)c1ccc2nc(Cl)cc(-c3cccc(Cl)c3)c2c1, Cl, [Na+]. Yields the product COc1cc(-c2cccc(Cl)c2)c2cc(C(=O)c3ccc(Cl)cc3)ccc2n1. As a reaction SMILES: [CH3:1][O-:2].[CH3:32][OH:33].[Cl:5][c:6]1[n:7][c:8]2[cH:9][cH:10][c:11]([C:23](=[O:24])[c:25]3[cH:26][cH:27][c:28]([Cl:31])[cH:29][cH:30]3)[cH:12][c:13]2[c:14](-[c:16]2[cH:17][c:18]([Cl:22])[cH:19][cH:20][cH:21]2)[cH:15]1.[ClH:4].[Na+:3]>>[CH3:1][O:2][c:6]1[n:7][c:8]2[cH:9][cH:10][c:11]([C:23](=[O:24])[c:25]3[cH:26][cH:27][c:28]([Cl:31])[cH:29][cH:30]3)[cH:12][c:13]2[c:14](-[c:16]2[cH:17][c:18]([Cl:22])[cH:19][cH:20][cH:21]2)[cH:15]1. Reactants: NCC1CC2=C(CC1)C1=C(N=CN=C1NC1=CC3=C(NC(S3)=O)C=C1)S2 ((RS)-6-{[7-(Aminomethyl)-5,6,7,8-tetrahydro[1]benzothieno[2,3-d]pyrimidin-4-yl]amino}-1,3-benzothiazol-2(3H)-one), CC(C)S(=O)(=O)Cl (propane-2-sulfonyl chloride). The product is O=C1SC2=C(N1)C=CC(=C2)NC=2C1=C(N=CN2)SC2=C1CCC(C2)CNS(=O)(=O)C(C)C ((RS)—N-({4-[(2-Oxo-2,3-dihydro-1,3-benzothiazol-6-yl)amino]-5,6,7,8-tetrahydro[1]benzothieno[2,3-d]pyrimidin-7-yl}methyl)propane-2-sulfonamide). RXN SMILES: [NH2:1][CH2:2][CH:3]1[CH2:8][CH2:7][C:6]2[C:9]3[C:14]([NH:15][C:16]4[CH:25]=[CH:24][C:19]5[NH:20][C:21](=[O:23])[S:22][C:18]=5[CH:17]=4)=[N:13][CH:12]=[N:11][C:10]=3[S:26][C:5]=2[CH2:4]1.[CH3:27][CH:28]([S:30](Cl)(=[O:32])=[O:31])[CH3:29]>>[O:23]=[C:21]1[NH:20][C:19]2[CH:24]=[CH:25][C:16]([NH:15][C:14]3[C:9]4[C:6]5[CH2:7][CH2:8][CH:3]([CH2:2][NH:1][S:30]([CH:28]([CH3:29])[CH3:27])(=[O:32])=[O:31])[CH2:4][C:5]=5[S:26][C:10]=4[N:11]=[CH:12][N:13]=3)=[CH:17][C:18]=2[S:22]1. Procedure: 75 mg (196 μmol) (RS)-6-{[7-(aminomethyl)-5,6,7,8-tetrahydro[1]benzothieno[2,3-d]pyrimidin-4-yl]amino}-1,3-benzothiazol-2(3H)-one (prepared according to example 20), were transformed in analogy to example 21 using propane-2-sulfonyl chloride to give after working up and purification 5.7 mg (6%) of the title compound. Starting materials: C(C)OC(C(CC=1C=C2C=CNC2=CC1)OCC)=O (rac-2-ethoxy-3-(1H-indol-5-yl)-propionic acid ethyl ester), ClCC=1N=C(OC1C)C1=C(C=CC=C1)C (4-chloromethyl-5-methyl-2-o-tolyl-oxazole). Yields the product C(C)OC(C(=O)O)CC=1C=C2C=CN(C2=CC1)CC=1N=C(OC1C)C1=C(C=CC=C1)C (Rac-2-Ethoxy-3-[1-(5-methyl-2-o-tolyl-oxazol-4-ylmethyl)-1H-indol-5-yl]-propionic Acid). Yield: 43.0%. As a reaction SMILES: C([O:3][C:4](=[O:19])[CH:5]([O:16][CH2:17][CH3:18])[CH2:6][C:7]1[CH:8]=[C:9]2[C:13](=[CH:14][CH:15]=1)[NH:12][CH:11]=[CH:10]2)C.Cl[CH2:21][C:22]1[N:23]=[C:24]([C:28]2[CH:33]=[CH:32][CH:31]=[CH:30][C:29]=2[CH3:34])[O:25][C:26]=1[CH3:27]>>[CH2:17]([O:16][CH:5]([CH2:6][C:7]1[CH:8]=[C:9]2[C:13](=[CH:14][CH:15]=1)[N:12]([CH2:21][C:22]1[N:23]=[C:24]([C:28]3[CH:33]=[CH:32][CH:31]=[CH:30][C:29]=3[CH3:34])[O:25][C:26]=1[CH3:27])[CH:11]=[CH:10]2)[C:4]([OH:3])=[O:19])[CH3:18]. Procedure details: Starting from rac-2-ethoxy-3-(1H-indol-5-yl)-propionic acid ethyl ester and 4-chloromethyl-5-methyl-2-o-tolyl-oxazole, the title compound was obtained in 43% yield as a pale brown solid. MS: (M+H)+ 419.3. Starting materials: BrC1=CC(=CS1)C(=O)N1CCC[C@@H]2CCCC[C@H]12 (cis-(5-Bromo-thiophen-3-yl)-(octahydro-quinolin-1-yl)-methanone), CC1(OB(OC1(C)C)C=1C=NN(C1)CCN1CCOCC1)C (4-{2-[4-(4,4,5,5-tetramethyl-[1,3,2]dioxaborolan-2-yl)-pyrazol-1-yl]-ethyl}-morpholine), C1(CCCCC1)P(C1CCCCC1)C1CCCCC1 (tricyclohexylphosphine), P(=O)([O-])([O-])[O-].[K+].[K+].[K+] (potassium phosphate). The reagents and catalysts are C=1C=CC(=CC1)/C=C/C(=O)/C=C/C2=CC=CC=C2.C=1C=CC(=CC1)/C=C/C(=O)/C=C/C2=CC=CC=C2.C=1C=CC(=CC1)/C=C/C(=O)/C=C/C2=CC=CC=C2.[Pd].[Pd] (tris(dibenzylideneacetone)dipalladium). The solvent is COCCOC (DME), IMS, O (water). Run at temperature 140 celsius. Yields the product C(=O)O.N1(CCOCC1)CCN1N=CC(=C1)C1=CC(=CS1)C(=O)N1CCCC2CCCCC12 ({5-[1-(2-Morpholin-4-yl-ethyl)-1H-pyrazol-4-yl]-thiophen-3-yl}-(octahydro-quinolin-1yl)-methanone formate). Yield: 67.9%. RXN SMILES: Br[C:2]1[S:6][CH:5]=[C:4]([C:7]([N:9]2[C@@H:18]3[C@@H:13]([CH2:14][CH2:15][CH2:16][CH2:17]3)[CH2:12][CH2:11][CH2:10]2)=[O:8])[CH:3]=1.CC1(C)C(C)(C)OB([C:27]2[CH:28]=[N:29][N:30]([CH2:32][CH2:33][N:34]3[CH2:39][CH2:38][O:37][CH2:36][CH2:35]3)[CH:31]=2)[O:21]1.C1(P(C2CCCCC2)C2CCCCC2)CCCCC1.P([O-])([O-])([O-])=O.[K+].[K+].[K+]>COCCOC.O.C1C=CC(/C=C/C(/C=C/C2C=CC=CC=2)=O)=CC=1.C1C=CC(/C=C/C(/C=C/C2C=CC=CC=2)=O)=CC=1.C1C=CC(/C=C/C(/C=C/C2C=CC=CC=2)=O)=CC=1.[Pd].[Pd]>[CH:7]([OH:8])=[O:21].[N:34]1([CH2:33][CH2:32][N:30]2[CH:31]=[C:27]([C:2]3[S:6][CH:5]=[C:4]([C:7]([N:9]4[CH:18]5[CH:13]([CH2:14][CH2:15][CH2:16][CH2:17]5)[CH2:12][CH2:11][CH2:10]4)=[O:8])[CH:3]=3)[CH:28]=[N:29]2)[CH2:35][CH2:36][O:37][CH2:38][CH2:39]1 |f:3.4.5.6,9.10.11.12.13,14.15|. Procedure details: cis-(5-Bromo-thiophen-3-yl)-(octahydro-quinolin-1-yl)-methanone (0.06 g, 0.18 mmol) was mixed with 4-{2-[4-(4,4,5,5-tetramethyl-[1,3,2]dioxaborolan-2-yl)-pyrazol-1-yl]-ethyl}-morpholine (0.062 g, 0.2 mmol), tricyclohexylphosphine (0.004 g, 0.01 mmol), potassium phosphate (0.047 g, 0.22 mmol) and tris(dibenzylideneacetone)dipalladium (0) (0.007 g, 0.008 mmol) in DME (2 mL), IMS (0.5 mL) and water (0.25 mL). The reaction mixture was purged with argon then heated by microwave irradiation to 140° C.... The yield is 26.8%. Run in CN(C=O)C (dimethylformamide). Procedure details: The reaction was carried out in a manner similar to Reference Example 5 except for using 5.00 g (28.5 mmol) of methyl 2-indolecarboxylate, 1.26 g (31.4 mmol) of 60% sodium hydroxide, 12.3 g (43.2 mmol) of tert-butyl N-(3-iodopropyl)carbamate (prepared from 3-iodopropyl-amine and di-tert-butyl dicarbonate) and 60 ml of dimethylformamide. Thus, 2.54 g (27%) of methyl 1-(3-tert-butoxycarbonylaminopropyl)-2-indolecarboxylate was obtained. As a reaction SMILES: [NH:1]1[C:9]2[C:4](=[CH:5][CH:6]=[CH:7][CH:8]=2)[CH:3]=[C:2]1[C:10]([O:12][CH3:13])=[O:11].[OH-].[Na+].I[CH2:17][CH2:18][CH2:19][NH:20][C:21](=[O:27])[O:22][C:23]([CH3:26])([CH3:25])[CH3:24]>CN(C)C=O>[C:23]([O:22][C:21]([NH:20][CH2:19][CH2:18][CH2:17][N:1]1[C:9]2[C:4](=[CH:5][CH:6]=[CH:7][CH:8]=2)[CH:3]=[C:2]1[C:10]([O:12][CH3:13])=[O:11])=[O:27])([CH3:26])([CH3:25])[CH3:24] |f:1.2|. The reactants are N1C(=CC2=CC=CC=C12)C(=O)OC (methyl 2-indolecarboxylate), [OH-].[Na+] (sodium hydroxide), ICCCNC(OC(C)(C)C)=O (tert-butyl N-(3-iodopropyl)carbamate). Product: C(C)(C)(C)OC(=O)NCCCN1C(=CC2=CC=CC=C12)C(=O)OC (methyl 1-(3-tert-butoxycarbonylaminopropyl)-2-indolecarboxylate). As a reaction SMILES: [CH3:1][C:2]([Si:5]([CH3:38])([CH3:37])[O:6][C@@H:7]1[C@H:11]([O:12][Si:13]([C:16]([CH3:19])([CH3:18])[CH3:17])([CH3:15])[CH3:14])[C@@H:10]([CH2:20][O:21][Si:22]([C:25]([CH3:28])([CH3:27])[CH3:26])([CH3:24])[CH3:23])[O:9][C@H:8]1[N:29]1[CH:36]=[CH:35][C:33](=[O:34])[NH:32][C:30]1=[O:31])([CH3:4])[CH3:3].[Cl:39][C:40]1[CH:54]=[CH:53][C:43]([C:44]([C:46]2[CH:51]=[CH:50][C:49]([Cl:52])=[CH:48][CH:47]=2)=[O:45])=[CH:42][CH:41]=1>>[Cl:39][C:40]1[CH:41]=[CH:42][C:43]([C:44]([OH:45])([C:35]2[C:33](=[O:34])[NH:32][C:30](=[O:31])[N:29]([CH:36]=2)[C@@H:8]2[O:9][C@H:10]([CH2:20][O:21][Si:22]([C:25]([CH3:26])([CH3:27])[CH3:28])([CH3:23])[CH3:24])[C@@H:11]([O:12][Si:13]([C:16]([CH3:17])([CH3:18])[CH3:19])([CH3:14])[CH3:15])[C@H:7]2[O:6][Si:5]([C:2]([CH3:1])([CH3:3])[CH3:4])([CH3:38])[CH3:37])[C:46]2[CH:51]=[CH:50][C:49]([Cl:52])=[CH:48][CH:47]=2)=[CH:53][CH:54]=1. Reported procedure: 5-(1,1-Bis(4-chlorophenyl)hydroxymethyl)-2',3',5'-tris-O-((1,1-dimethylethyl)dimethylsilyl)uridine was prepared from 2',3',5'-tris-O-((1,1-dimethylethyl)dimethylsilyl)uridine according to the method of Example 1 step (i) (using 4,4'-dichlorobenzophenone instead of benzophenone) to afford the product as a colourless foam. Reactants: CC(C)(C)[Si](O[C@H]1[C@@H](O[C@@H]([C@H]1O[Si](C)(C)C(C)(C)C)CO[Si](C)(C)C(C)(C)C)N1C(=O)NC(=O)C=C1)(C)C (2',3',5'-tris-O-((1,1-dimethylethyl)dimethylsilyl)uridine), ClC1=CC=C(C(=O)C2=CC=C(C=C2)Cl)C=C1 (4,4'-dichlorobenzophenone). The product is ClC1=CC=C(C=C1)C(C1=CC=C(C=C1)Cl)(C=1C(NC(N([C@H]2[C@H](O[Si](C)(C)C(C)(C)C)[C@H](O[Si](C)(C)C(C)(C)C)[C@@H](CO[Si](C)(C)C(C)(C)C)O2)C1)=O)=O)O (5-(1,1-Bis(4-chlorophenyl)hydroxymethyl)-2',3',5'-tris-O-((1,1-dimethylethyl)dimethylsilyl)uridine), product.